Dataset: the Open Reaction Database (ORD), a public repository of structured organic reaction records. Task: describe an organic reaction: reactants, conditions, products, and yield The reactants are NC=1C=CC(=C(C1)C1=CC=C(C=C1)C(=O)NCC1CC1)C (5′-Amino-N-(cyclopropylmethyl)-2′-methyl-1,1′-biphenyl-4-carboxamide), C1(CC1)C1=NC2=CC=CC=C2C(=C1)C(=O)O (2-cyclopropylquinoline-4-carboxylic acid), resin. Run in C1CCOC1 (THF). Run at time 30 minute. The product is C1(CC1)C1=NC2=CC=CC=C2C(=C1)C(=O)NC=1C=C(C(=CC1)C)C1=CC=C(C=C1)C(=O)NCC1CC1 (2-cyclopropyl-N-(4′-{[(cyclopropylmethyl)amino]carbonyl}-6-methyl-1,1′-biphenyl-3-yl)quinoline-4-carboxamide). Reaction SMILES: [NH2:1][C:2]1[CH:3]=[CH:4][C:5]([CH3:21])=[C:6]([C:8]2[CH:13]=[CH:12][C:11]([C:14]([NH:16][CH2:17][CH:18]3[CH2:20][CH2:19]3)=[O:15])=[CH:10][CH:9]=2)[CH:7]=1.[CH:22]1([C:25]2[CH:34]=[C:33]([C:35](O)=[O:36])[C:32]3[C:27](=[CH:28][CH:29]=[CH:30][CH:31]=3)[N:26]=2)[CH2:24][CH2:23]1>C1COCC1>[CH:22]1([C:25]2[CH:34]=[C:33]([C:35]([NH:1][C:2]3[CH:7]=[C:6]([C:8]4[CH:13]=[CH:12][C:11]([C:14]([NH:16][CH2:17][CH:18]5[CH2:20][CH2:19]5)=[O:15])=[CH:10][CH:9]=4)[C:5]([CH3:21])=[CH:4][CH:3]=3)=[O:36])[C:32]3[C:27](=[CH:28][CH:29]=[CH:30][CH:31]=3)[N:26]=2)[CH2:24][CH2:23]1. Reported procedure: 5′-Amino-N-(cyclopropylmethyl)-2′-methyl-1,1′-biphenyl-4-carboxamide (42 mg, 0.15 mmol) and 2-cyclopropylquinoline-4-carboxylic acid (85.3 mg, 0.4 mmol) were mixed in THF (5 ml) and the mixture shaken in a varian tube for 30 min at room temperature. Carbodiimde resin (442 mg, 0.5 mmol) was added and shaking continued for 18 h. The solution was filtered off, the resin washed with THF and methanol and the combined filtrate and washings reduced to dryness under vacuum. The residue was dissolved in ... The reactants are CN1CCOCC1 (4-Methylmorpholine), C(C)(=O)SC[C@@H]1C(N[C@H](CCCCCC1)C(=O)O)=O (Trans 3-(acetylthiomethyl)-2-oxo-1-azacyclodecane-10-carboxylic acid), ClC(=O)OCC (Ethyl chloroformate). Solvent: C(Cl)Cl (methylene chloride), O1CCCC1 (tetrahydrofuran). Reaction conditions: temperature -20 celsius, time 30 minute. Product: C(C)(=O)SC[C@@H]1C(N[C@H](CCCCCC1)C(=O)N)=O (trans 3-(acetylthiomethyl)-2-oxo-1-azacyclodecane-10-carboxamide). RXN SMILES: [C:1]([S:4][CH2:5][C@H:6]1[CH2:15][CH2:14][CH2:13][CH2:12][CH2:11][CH2:10][C@H:9]([C:16](O)=[O:17])[NH:8][C:7]1=[O:19])(=[O:3])[CH3:2].C[N:21]1CCOCC1.ClC(OCC)=O>O1CCCC1.C(Cl)Cl>[C:1]([S:4][CH2:5][C@H:6]1[CH2:15][CH2:14][CH2:13][CH2:12][CH2:11][CH2:10][C@H:9]([C:16]([NH2:21])=[O:17])[NH:8][C:7]1=[O:19])(=[O:3])[CH3:2]. Reported procedure: Trans 3-(acetylthiomethyl)-2-oxo-1-azacyclodecane-10-carboxylic acid (0.30 g, 1.05 mmol) is dissolved in tetrahydrofuran (5.0 mL). 4-Methylmorpholine (0.14 mL, 1.05 mmol) is then added, and the reaction is cooled to -20° C. Ethyl chloroformate (0.1 mL, 1.05 mmol) is then added, and the reaction is stirred at -20° C. for 30 minutes. The reaction is then filtered, and the filtrate is concentrated to give a yellow oil. This oil is dissolved in methylene chloride (20.0 mL), and anhydrous ammonia gas... The reactants are CC(=O)Oc1ccccc1C(=O)Nc1nc(S(C)(=O)=O)cs1, Cl. The product is CS(=O)(=O)c1csc(NC(=O)c2ccccc2O)n1. RXN SMILES: [C:1](=[O:2])([CH3:3])[O:4][c:5]1[c:6]([C:11]([NH:12][c:13]2[s:14][cH:15][c:16]([S:18](=[O:19])(=[O:20])[CH3:21])[n:17]2)=[O:22])[cH:7][cH:8][cH:9][cH:10]1.[ClH:23]>>[OH:4][c:5]1[c:6]([C:11]([NH:12][c:13]2[s:14][cH:15][c:16]([S:18](=[O:19])(=[O:20])[CH3:21])[n:17]2)=[O:22])[cH:7][cH:8][cH:9][cH:10]1. Reactants: CC(=O)O, CSc1ccc(-c2sc(Nc3cnccn3)nc2C)cc1, [Na+], [OH-], O, OO. Product: Cc1nc(Nc2cnccn2)sc1-c1ccc(S(C)=O)cc1. Reaction SMILES: [CH3:26][C:27](=[O:28])[OH:29].[CH3:3][c:4]1[n:5][c:6]([NH:17][c:18]2[n:19][cH:20][cH:21][n:22][cH:23]2)[s:7][c:8]1-[c:9]1[cH:10][cH:11][c:12]([S:15][CH3:16])[cH:13][cH:14]1.[Na+:25].[OH-:24].[OH2:30].[OH:1][OH:2]>>[O:1]=[S:15]([c:12]1[cH:11][cH:10][c:9](-[c:8]2[c:4]([CH3:3])[n:5][c:6]([NH:17][c:18]3[n:19][cH:20][cH:21][n:22][cH:23]3)[s:7]2)[cH:14][cH:13]1)[CH3:16].